Task: describe an organic reaction: reactants, conditions, products, and yield. Dataset: the Open Reaction Database (ORD), a public repository of structured organic reaction records Starting materials: [BH4-], CN, CO, [Na+], O, O=Cc1cccc2cc[nH]c12. Product: CNCc1cccc2cc[nH]c12. Reaction SMILES: [BH4-:14].[CH3:12][NH2:13].[CH3:17][OH:18].[Na+:15].[OH2:16].[nH:1]1[cH:2][cH:3][c:4]2[cH:5][cH:6][cH:7][c:8]([CH:10]=[O:11])[c:9]12>>[nH:1]1[cH:2][cH:3][c:4]2[cH:5][cH:6][cH:7][c:8]([CH2:10][NH:13][CH3:12])[c:9]12.